From a dataset of the Open Reaction Database (ORD), a public repository of structured organic reaction records. describe an organic reaction: reactants, conditions, products, and yield The reactants are COC1=C(C(=O)Cl)C=CC(=C1)OC (2,4-Dimethoxybenzoyl chloride), [H-].[Na+] (NaH), O1NC(CC=C1)=O (oxazinone), C1CCOC1 (THF). Product: COC1=C(C=CC(=C1)OC)C(=O)N1C2=C(OC(C1=O)CC)C(=CC=C2)C=CC (4-(2,4-dimethoxyphenylcarbonyl)-2-ethyl-8-(prop-1-enyl)-2H-benzo[b][1,4]oxazin-3(4H)-one). Yield: 84.0%. RXN SMILES: [CH3:1][O:2][C:3]1[CH:11]=[C:10]([O:12][CH3:13])[CH:9]=[CH:8][C:4]=1[C:5](Cl)=[O:6].[H-].[Na+].O1[CH:21]=[CH:20][CH2:19][C:18](=[O:22])[NH:17]1.[CH2:23]1[CH2:27][O:26][CH2:25][CH2:24]1>>[CH3:1][O:2][C:3]1[CH:11]=[C:10]([O:12][CH3:13])[CH:9]=[CH:8][C:4]=1[C:5]([N:17]1[C:18](=[O:22])[CH:19]([CH2:20][CH3:21])[O:26][C:25]2[C:3]([CH:4]=[CH:8][CH3:9])=[CH:11][CH:27]=[CH:23][C:24]1=2)=[O:6] |f:1.2|. Procedure: Procedure & NMR Data: 162 mg (2.5 eq, 0.8 mmol) of 2,4-Dimethoxybenzoyl chloride was added to a mixture of 49 mg (4 eq, 1.28 mmol) of NaH and 73 mg (0.32 mmol) of oxazinone P2 in THF (14 mL). 109 mg of P9 were obtained, yield 84%. Reactants: COC(=O)c1cc(-c2ccc(OC)cc2)sc1N, CO, [Na+], [OH-], O. Product: COc1ccc(-c2cc(C(=O)O)c(N)s2)cc1. Reaction SMILES: [CH3:1][O:2][C:3](=[O:4])[c:5]1[c:6]([NH2:18])[s:7][c:8](-[c:10]2[cH:11][cH:12][c:13]([O:16][CH3:17])[cH:14][cH:15]2)[cH:9]1.[CH3:22][OH:23].[Na+:20].[OH-:19].[OH2:21]>>[O:2]=[C:3]([OH:4])[c:5]1[c:6]([NH2:18])[s:7][c:8](-[c:10]2[cH:11][cH:12][c:13]([O:16][CH3:17])[cH:14][cH:15]2)[cH:9]1.